Dataset: the Open Reaction Database (ORD), a public repository of structured organic reaction records. Task: describe an organic reaction: reactants, conditions, products, and yield Reactants: ClCCl, OCC1CCCOC1, Cc1ccc(S(=O)(=O)Cl)cc1, c1ccncc1. Yields the product Cc1ccc(S(=O)(=O)OCC2CCCOC2)cc1. Reaction SMILES: [Cl:20][CH2:21][Cl:22].[O:1]1[CH2:2][CH:3]([CH2:7][OH:8])[CH2:4][CH2:5][CH2:6]1.[c:9]1([CH3:19])[cH:10][cH:11][c:12]([S:15](=[O:16])(=[O:17])[Cl:18])[cH:13][cH:14]1.[cH:23]1[cH:24][cH:25][n:26][cH:27][cH:28]1>>[O:1]1[CH2:2][CH:3]([CH2:7][O:8][S:15]([c:12]2[cH:11][cH:10][c:9]([CH3:19])[cH:14][cH:13]2)(=[O:16])=[O:17])[CH2:4][CH2:5][CH2:6]1. The reactants are C([O-])([O-])=O.[K+].[K+] (Potassium carbonate), C(C)(=O)OCCCCC=1N(N=C2C(=NC=3C=CC=CC3C21)N(C(=O)OC(C)(C)C)C(=O)OC(C)(C)C)CCC (4-{4-[bis(tert-butoxycarbonyl)amino]-2-propyl-2H-pyrazolo[3,4-c]quinolin-1-yl}butyl acetate). The solvent is CO (methanol). Run at time 1.3 hour. Yields the product OCCCCC=1N(N=C2C(=NC=3C=CC=CC3C21)N(C(=O)OC(C)(C)C)C(=O)OC(C)(C)C)CCC (di(tert-butyl) 1-(4-hydroxybutyl)-2-propyl-2H-pyrazolo[3,4-c]quinolin-4-ylimidodicarbonate). Yield: 18.0%. Reaction SMILES: C(=O)([O-])[O-].[K+].[K+].C([O:10][CH2:11][CH2:12][CH2:13][CH2:14][C:15]1[N:16]([CH2:43][CH2:44][CH3:45])[N:17]=[C:18]2[C:27]=1[C:26]1[CH:25]=[CH:24][CH:23]=[CH:22][C:21]=1[N:20]=[C:19]2[N:28]([C:36]([O:38][C:39]([CH3:42])([CH3:41])[CH3:40])=[O:37])[C:29]([O:31][C:32]([CH3:35])([CH3:34])[CH3:33])=[O:30])(=O)C>CO>[OH:10][CH2:11][CH2:12][CH2:13][CH2:14][C:15]1[N:16]([CH2:43][CH2:44][CH3:45])[N:17]=[C:18]2[C:27]=1[C:26]1[CH:25]=[CH:24][CH:23]=[CH:22][C:21]=1[N:20]=[C:19]2[N:28]([C:36]([O:38][C:39]([CH3:42])([CH3:41])[CH3:40])=[O:37])[C:29]([O:31][C:32]([CH3:35])([CH3:34])[CH3:33])=[O:30] |f:0.1.2|. Procedure details: Potassium carbonate (6 mg, 0.041 mmol) was added to a solution of 4-{4-[bis(tert-butoxycarbonyl)amino]-2-propyl-2H-pyrazolo[3,4-c]quinolin-1-yl}butyl acetate (0.8823 g, 1.632 mmol) in methanol (5 mL). The mixture was stirred at ambient temperature for 1.3 hours. The volatiles were removed under reduced pressure. The resulting oil was purified by flash chromatography (silica gel, eluted with 100% ethyl acetate) to yield 0.1466 g of di(tert-butyl) 1-(4-hydroxybutyl)-2-propyl-2H-pyrazolo[3,4-c]quin... Reactants: CCCCCC (n-hexane), ClC=1C=C(N)C=CC1 (3-chloroaniline), ClC1=NC=NC2=CC(=C(C=C12)[N+](=O)[O-])F (4-chloro-7-fluoro-6-nitro-quinazoline). Run in O1CCOCC1 (dioxan), C(Cl)Cl (methylene chloride). Reaction conditions: time 15 minute. Product: ClC=1C=C(C=CC1)NC1=NC=NC2=CC(=C(C=C12)[N+](=O)[O-])F (4-[(3-chlorophenyl)amino]-7-fluoro-6-nitro-quinazoline). As a reaction SMILES: [Cl:1][C:2]1[CH:3]=[C:4]([CH:6]=[CH:7][CH:8]=1)[NH2:5].Cl[C:10]1[C:19]2[C:14](=[CH:15][C:16]([F:23])=[C:17]([N+:20]([O-:22])=[O:21])[CH:18]=2)[N:13]=[CH:12][N:11]=1.CCCCCC>O1CCOCC1.C(Cl)Cl>[Cl:1][C:2]1[CH:3]=[C:4]([NH:5][C:10]2[C:19]3[C:14](=[CH:15][C:16]([F:23])=[C:17]([N+:20]([O-:22])=[O:21])[CH:18]=3)[N:13]=[CH:12][N:11]=2)[CH:6]=[CH:7][CH:8]=1. Procedure details: A solution of 2.76 ml of 3-chloroaniline in 7 ml of dioxan is added dropwise to 5.0 g of 4-chloro-7-fluoro-6-nitro-quinazoline in 40 ml of methylene chloride at 15° C. within 15 minutes. The reaction mixture is stirred for a further 15 minutes at this temperature before being poured onto 100 ml of n-hexane for working up. The mixture is stirred for about one hour while cooling with an ice bath, then the precipitate formed is filtered off. The hydrochloride thus obtained is suspended in 30 ml of ... Reactants: CCCc1c(C(=O)OCC)c(=O)cc(-c2ccccc2)n1C, CO, [Na+], [OH-], O. Product: CCCc1c(C(=O)O)c(=O)cc(-c2ccccc2)n1C. RXN SMILES: [CH3:1][n:2]1[c:3]([CH2:20][CH2:21][CH3:22])[c:4]([C:5](=[O:6])[O:7][CH2:8][CH3:9])[c:10](=[O:19])[cH:11][c:12]1-[c:13]1[cH:14][cH:15][cH:16][cH:17][cH:18]1.[CH3:23][OH:24].[Na+:27].[OH-:26].[OH2:25]>>[CH3:1][n:2]1[c:3]([CH2:20][CH2:21][CH3:22])[c:4]([C:5](=[O:6])[OH:7])[c:10](=[O:19])[cH:11][c:12]1-[c:13]1[cH:14][cH:15][cH:16][cH:17][cH:18]1. Product: Cc1cc(Br)cc(N)c1O. The reactants are Cc1cc(Br)cc([N+](=O)[O-])c1O, CO, CCOC(C)=O, Cl, [Na+], O=C([O-])O. RXN SMILES: [Br:2][c:3]1[cH:4][c:5]([CH3:13])[c:6]([OH:12])[c:7]([N+:9]([O-:10])=[O:11])[cH:8]1.[CH3:19][OH:20].[CH3:21][CH2:22][O:23][C:24]([CH3:25])=[O:26].[ClH:1].[Na+:18].[O-:14][C:15]([OH:16])=[O:17]>>[Br:2][c:3]1[cH:4][c:5]([CH3:13])[c:6]([OH:12])[c:7]([NH2:9])[cH:8]1. Starting materials: CNC (dimethylamine), P(=O)(Cl)(Cl)Cl (phosphorus oxychloride), material, C(C)N(P(N)(N)=O)CC (N,N-diethylphosphoric triamide), [Cl-].[NH4+] (ammonium chloride), CN(P(=O)(Cl)Cl)C (N,N-dimethylphosphoramidic dichloride), N (ammonia). Run in CCOCC (ether). Run at temperature 105 celsius. Product: CN(P(=O)(Cl)Cl)C (N,N-dimethylphosphoramidic dichloride), CN(P(N)(N)=O)C (N,N-dimethylphosphoric triamide). As a reaction SMILES: [CH2:1]([N:3]([CH2:8]C)[P:4](=[O:7])([NH2:6])[NH2:5])C.[Cl-].[NH4+].[CH3:12][N:13]([CH3:18])[P:14]([Cl:17])([Cl:16])=[O:15].N.CNC.P(Cl)(Cl)(Cl)=O>CCOCC>[CH3:12][N:13]([CH3:18])[P:14]([Cl:17])([Cl:16])=[O:15].[CH3:1][N:3]([CH3:8])[P:4](=[O:7])([NH2:6])[NH2:5] |f:1.2|. Procedure details: Using the procedure described in M. Goehring and K. Niedenzu, Chem. Ber. 89, pp 1768-1771 (1956), 1300-1400 grams of a material containing 53.5% (by weight) of N,N-diethylphosphoric triamide and 46.5% (by weight) of ammonium chloride was prepared by reacting 1035 g of N,N-dimethylphosphoramidic dichloride and ammonia in ether at 0° C. The N,N-dimethylphosphoramidic dichloride was prepared by adding 425 g (9.45 mol) of dimethylamine to 4000 mL (6580 g, 42.7 mol) of phosphorus oxychloride at 0°-10... Run at temperature 50 celsius, time 1 hour. The reactants are ClC1=NC2=CC=CC=C2C(=N1)Cl (2,4-dichloroquinazoline), C(CCCC)O (l-pentanol), ice water, [H-].[Na+] (sodium hydride). Procedure: 7.3 g of 2,4-dichloroquinazoline (J. Chem. Soc., 1947, 775) was suspended in 40 ml of N,N-dimethylformamide, and with ice cooling, 1.9 g of sodium hydride (oily, 60 %) was added. A solution of 3.7 g of l-pentanol in 5 ml of N,N-dimethylformamide was added dropwise over 5 minutes, and then further stirred at 50° C. for 1 hour. After cooling, the reaction mixture was poured into ice water, and extracted with ethyl acetate. The ethyl acetate layer was washed with water, and dried over anhydrous mag... Isolated yield 87.0%. RXN SMILES: [Cl:1][C:2]1[N:11]=[C:10](Cl)[C:9]2[C:4](=[CH:5][CH:6]=[CH:7][CH:8]=2)[N:3]=1.[H-].[Na+].[CH2:15]([OH:20])[CH2:16][CH2:17][CH2:18][CH3:19]>CN(C)C=O>[Cl:1][C:2]1[N:11]=[C:10]([O:20][CH2:15][CH2:16][CH2:17][CH2:18][CH3:19])[C:9]2[C:4](=[CH:5][CH:6]=[CH:7][CH:8]=2)[N:3]=1 |f:1.2|. The product is ClC1=NC2=CC=CC=C2C(=N1)OCCCCC (2-chloro-4-pentyloxyquinazoline). Solvent: CN(C=O)C (N,N-dimethylformamide), CN(C=O)C (N,N-dimethylformamide).